This data is from the Open Reaction Database (ORD), a public repository of structured organic reaction records. The task is: describe an organic reaction: reactants, conditions, products, and yield Reactants: FC(F)(F)c1ccc(CBr)o1, O=C([O-])[O-], CC1(C)COc2cc3c(cc21)C1(CO3)C(=O)Nc2ccccc21, CCC(C)=O, [Cs+], [Cs+]. The product is CC1(C)COc2cc3c(cc21)C1(CO3)C(=O)N(Cc2ccc(C(F)(F)F)o2)c2ccccc21. Reaction SMILES: [Br:24][CH2:25][c:26]1[o:27][c:28]([C:31]([F:32])([F:33])[F:34])[cH:29][cH:30]1.[C:35](=[O:36])([O-:37])[O-:38].[CH3:1][C:2]1([CH3:23])[c:3]2[c:4]([cH:7][c:8]3[c:12]([cH:13]2)[C:11]2([CH2:10][O:9]3)[C:14](=[O:22])[NH:15][c:16]3[cH:17][cH:18][cH:19][cH:20][c:21]32)[O:5][CH2:6]1.[CH3:41][C:42](=[O:43])[CH2:44][CH3:45].[Cs+:39].[Cs+:40]>>[CH3:1][C:2]1([CH3:23])[c:3]2[c:4]([cH:7][c:8]3[c:12]([cH:13]2)[C:11]2([CH2:10][O:9]3)[C:14](=[O:22])[N:15]([CH2:25][c:26]3[o:27][c:28]([C:31]([F:32])([F:33])[F:34])[cH:29][cH:30]3)[c:16]3[cH:17][cH:18][cH:19][cH:20][c:21]32)[O:5][CH2:6]1. Starting materials: Clc1ccc(OCCCBr)cc1, CC([O-])=S, O=C([O-])O, [K+], [Na+], CN(C)C=O. The product is CC(=O)SCCCOc1ccc(Cl)cc1. As a reaction SMILES: [Br:1][CH2:2][CH2:3][CH2:4][O:5][c:6]1[cH:7][cH:8][c:9]([Cl:12])[cH:10][cH:11]1.[C:13]([CH3:14])(=[S:15])[O-:16].[C:18](=[O:19])([OH:20])[O-:21].[K+:17].[Na+:22].[O:23]=[CH:24][N:25]([CH3:26])[CH3:27]>>[CH2:2]([CH2:3][CH2:4][O:5][c:6]1[cH:7][cH:8][c:9]([Cl:12])[cH:10][cH:11]1)[S:15][C:13]([CH3:14])=[O:16]. The reactants are [N+](=O)(O)[O-].C1(=CC=CC=C1)NC(=N)N (phenylguanidine nitrate), COCC(=O)CC(C)=O (methoxyacetylacetone), C([O-])([O-])=O.[Na+].[Na+] (sodium carbonate). Solvent: O (water). Yields the product N(C1=CC=CC=C1)C1=NC(=CC(=N1)COC)C (2-anilino-4-methoxymethyl-6-methylpyrimidine). The yield is 67.2%. RXN SMILES: [N+]([O-])(O)=O.[C:5]1([NH:11][C:12]([NH2:14])=[NH:13])[CH:10]=[CH:9][CH:8]=[CH:7][CH:6]=1.[CH3:15][O:16][CH2:17][C:18]([CH2:20][C:21](=O)[CH3:22])=O.C(=O)([O-])[O-].[Na+].[Na+]>O>[NH:11]([C:12]1[N:14]=[C:18]([CH2:17][O:16][CH3:15])[CH:20]=[C:21]([CH3:22])[N:13]=1)[C:5]1[CH:10]=[CH:9][CH:8]=[CH:7][CH:6]=1 |f:0.1,3.4.5|. Procedure: A mixture of 4.5 g of phenylguanidine nitrate, 3.3 g of methoxyacetylacetone and 12 g of anhydrous sodium carbonate was heated with stirring and allowed to react at 150° C. for 2 hours. After cooling to room temperature, water was added to the reaction mixture, which was then extracted with 150 ml of toluene. The toluene layer was washed with water, dried over Glauber's salt and concentrated by evaporation under reduced pressure. The residue was purified by silica gel column chromatography to ob... Starting materials: CC(C)(C)C1=CC=C(OCC(OC)OC)C=C1 (2-[4-(1,1-dimethylethyl)phenoxy]-1,1-dimethoxyethane), C(C)(=O)O (acetic acid), Cl (hydrochloric acid). Run in O (water). Conditions: time 1 hour. Product: CC(C)(C)C1=CC=C(OCC=O)C=C1 (2-[4-(1,1-dimethylethyl) phenoxy]acetoaldehyde). As a reaction SMILES: [CH3:1][C:2]([C:5]1[CH:17]=[CH:16][C:8]([O:9][CH2:10][CH:11](OC)[O:12]C)=[CH:7][CH:6]=1)([CH3:4])[CH3:3].C(O)(=O)C.Cl>O>[CH3:4][C:2]([C:5]1[CH:6]=[CH:7][C:8]([O:9][CH2:10][CH:11]=[O:12])=[CH:16][CH:17]=1)([CH3:1])[CH3:3]. Reported procedure: To a mixture of 5.00 g (0.021 mol.) of 2-[4-(1,1-dimethylethyl)phenoxy]-1,1-dimethoxyethane and 60 ml of acetic acid, there was added 6 ml of hydrochloric acid (36N) and the reaction mixture was stirred at room temperature for one hour. Then the reaction mixture was poured into 300 ml of cold water and filtrated quickly to recover a resultant white precipitate. The precipitate was obtained as a wet cake of 2-[4-(1,1-dimethylethyl) phenoxy]acetoaldehyde without being dried too much and was quickl... Starting materials: CNC(=O)C1CCCCN1C(=O)C(c1ccc(OC)cc1)C(COCc1ccccc1)C(=O)NO, CO, [Pd]. Product: CNC(=O)C1CCCCN1C(=O)C(c1ccc(OC)cc1)C(CO)C(=O)NO. As a reaction SMILES: [CH3:1][NH:2][C:3](=[O:4])[CH:5]1[N:6]([C:11]([CH:12]([CH:13]([CH2:14][O:15][CH2:16][c:17]2[cH:18][cH:19][cH:20][cH:21][cH:22]2)[C:23]([NH:24][OH:25])=[O:26])[c:27]2[cH:28][cH:29][c:30]([O:33][CH3:34])[cH:31][cH:32]2)=[O:35])[CH2:7][CH2:8][CH2:9][CH2:10]1.[CH3:36][OH:37].[Pd:38]>>[CH3:1][NH:2][C:3](=[O:4])[CH:5]1[N:6]([C:11]([CH:12]([CH:13]([CH2:14][OH:15])[C:23]([NH:24][OH:25])=[O:26])[c:27]2[cH:28][cH:29][c:30]([O:33][CH3:34])[cH:31][cH:32]2)=[O:35])[CH2:7][CH2:8][CH2:9][CH2:10]1. The reactants are C[Si](C#CC=O)(C)C (3-(trimethylsilyl)-2-propynal), solution, C[Si](C)(C)[N-][Si](C)(C)C.[Li+] (lithium bis(trimethylsilyl)amide), C[Si](C)(C)Cl (trimethyl silyl chloride), C(C)(=O)OC(C)(C)C (t-butyl acetate), C[Si](C)(C)[N-][Si](C)(C)C.[Li+] (lithium bis(trimethylsilyl)amide). Run in CC(C)(C)OC (MTBE). Reaction conditions: temperature -20 celsius, time 10 minute. The product is NC(CC(=O)OC(C)(C)C)C#C[Si](C)(C)C ((+)1,1-dimethylethyl 3 amino-5-(trimethylsilyl)-4-pentynoate). Reaction SMILES: C[Si]([N-:5][Si](C)(C)C)(C)C.[Li+].[CH3:11][Si:12]([CH3:18])([CH3:17])[C:13]#[C:14][CH:15]=O.C[Si](Cl)(C)C.[C:24]([O:27][C:28]([CH3:31])([CH3:30])[CH3:29])(=[O:26])[CH3:25]>CC(OC)(C)C>[NH2:5][CH:15]([C:14]#[C:13][Si:12]([CH3:18])([CH3:17])[CH3:11])[CH2:25][C:24]([O:27][C:28]([CH3:31])([CH3:30])[CH3:29])=[O:26] |f:0.1|. Reported procedure: To a 500 mL, 3-neck round bottom flask equipped with a mechanical stirrer and under a blanket of nitrogen was charged 110 mL of lithium bis(trimethylsilyl)amide (1.0M solution in THF) while maintaining the internal temperature at -20° C. using an isopropanol/dry ice bath. Once the desired temperature was attained, 20.14 g of 3-(trimethylsilyl)-2-propynal (a 62.7% solution in MTBE) was added to the reaction flask over 2 h. Upon completing the addition, the reaction mixture was stirred for 10 min ... Starting materials: C1CCOC1, CC1C(NC(=S)Nc2ccc3c(=O)n(CCc4ccc(Cl)cc4Cl)cnc3c2)CC2CC1C2(C)C. The product is CC1C(N=C=Nc2ccc3c(=O)n(CCc4ccc(Cl)cc4Cl)cnc3c2)CC2CC1C2(C)C. RXN SMILES: [CH2:36]1[O:37][CH2:38][CH2:39][CH2:40]1.[Cl:1][c:2]1[c:3]([CH2:9][CH2:10][n:11]2[cH:12][n:13][c:14]3[cH:15][c:16]([NH:22][C:23](=[S:24])[NH:25][CH:26]4[CH:27]([CH3:35])[CH:28]5[C:29]([CH3:33])([CH3:34])[CH:30]([CH2:31]4)[CH2:32]5)[cH:17][cH:18][c:19]3[c:20]2=[O:21])[cH:4][cH:5][c:6]([Cl:8])[cH:7]1>>[Cl:1][c:2]1[c:3]([CH2:9][CH2:10][n:11]2[cH:12][n:13][c:14]3[cH:15][c:16]([N:22]=[C:23]=[N:25][CH:26]4[CH:27]([CH3:35])[CH:28]5[C:29]([CH3:33])([CH3:34])[CH:30]([CH2:31]4)[CH2:32]5)[cH:17][cH:18][c:19]3[c:20]2=[O:21])[cH:4][cH:5][c:6]([Cl:8])[cH:7]1. Reactants: O=C([O-])[O-], CCOC(C)=O, [Cs+], [Cs+], Cc1ccc(S(=O)(=O)OCF)cc1, CN(C)C=O, Cc1cc(O)cnc1C#N. Product: Cc1cc(OCF)cnc1C#N. As a reaction SMILES: [C:24](=[O:25])([O-:26])[O-:27].[CH3:35][CH2:36][O:37][C:38]([CH3:39])=[O:40].[Cs+:28].[Cs+:29].[F:11][CH2:12][O:13][S:14]([c:15]1[cH:16][cH:17][c:18]([CH3:19])[cH:20][cH:21]1)(=[O:22])=[O:23].[O:30]=[CH:31][N:32]([CH3:33])[CH3:34].[OH:1][c:2]1[cH:3][c:4]([CH3:10])[c:5]([C:8]#[N:9])[n:6][cH:7]1>>[O:1]([c:2]1[cH:3][c:4]([CH3:10])[c:5]([C:8]#[N:9])[n:6][cH:7]1)[CH2:12][F:11].